From a dataset of the Open Reaction Database (ORD), a public repository of structured organic reaction records. describe an organic reaction: reactants, conditions, products, and yield Starting materials: CNS(=O)(=O)Cc1ccc2[nH]cc(CC#N)c2c1, CN(C)C=O, ClCc1ccccc1, [H-], [Na+]. Product: CNS(=O)(=O)Cc1ccc2c(c1)c(CC#N)cn2Cc1ccccc1. As a reaction SMILES: [C:1](#[N:2])[CH2:3][c:4]1[cH:5][nH:6][c:7]2[cH:8][cH:9][c:10]([CH2:13][S:14](=[O:15])(=[O:16])[NH:17][CH3:18])[cH:11][c:12]12.[CH3:29][N:30]([CH3:31])[CH:32]=[O:33].[Cl:21][CH2:22][c:23]1[cH:24][cH:25][cH:26][cH:27][cH:28]1.[H-:19].[Na+:20]>>[C:1](#[N:2])[CH2:3][c:4]1[cH:5][n:6]([CH2:22][c:23]2[cH:24][cH:25][cH:26][cH:27][cH:28]2)[c:7]2[cH:8][cH:9][c:10]([CH2:13][S:14](=[O:15])(=[O:16])[NH:17][CH3:18])[cH:11][c:12]12. Starting materials: C1(CC1)N1CCN(S1(=O)=O)C(=O)OC(C)(C)C (tert-butyl 5-cyclopropyl-1,1-dioxo-[1,2,5]thiadiazolidine-2-carboxylate). Solvent: C(Cl)Cl.FC(C(=O)O)(F)F (CH2Cl2 trifluoroacetic acid). Run at time 2 hour. Product: C1(CC1)N1S(NCC1)(=O)=O (2-Cyclopropyl-[1,2,5]thiadiazolidine 1,1-dioxide). Yield: 165.8%. As a reaction SMILES: [CH:1]1([N:4]2[S:8](=[O:10])(=[O:9])[N:7](C(OC(C)(C)C)=O)[CH2:6][CH2:5]2)[CH2:3][CH2:2]1>C(Cl)Cl.FC(F)(F)C(O)=O>[CH:1]1([N:4]2[CH2:5][CH2:6][NH:7][S:8]2(=[O:10])=[O:9])[CH2:3][CH2:2]1 |f:1.2|. Procedure: 400 mg of tert-butyl 5-cyclopropyl-1,1-dioxo-[1,2,5]thiadiazolidine-2-carboxylate were dissolved in 10 ml of CH2Cl2/trifluoroacetic acid 1:1 and left to stand for 2 hours. The volatile constituents were removed in vacuo and coevaporated twice with 50 ml of CH2Cl2 each time. 410 mg of pale yellow oil were obtained and were directly employed further. Starting materials: [H-].[Na+] (NaH), BrCC=1C=C(C=C(C1)CBr)B1OCCCO1 (2-(3,5-Bis-bromomethyl-phenyl)-(1,3,2)dioxaborinane), crude mixture, C(CCO)O (1,3-propane diol). Solvent: C(C)#N (acetonitrile). Product: BrCC=1C=C(COCCCO)C=C(C1)B1OCCCO1 (3-(3-Bromomethyl-5-(1,3,2)Dioxaborinan-2-Yl-Benzyloxy)-Propan-1-Ol). As a reaction SMILES: [H-].[Na+].Br[CH2:4][C:5]1[CH:6]=[C:7]([B:13]2[O:18][CH2:17][CH2:16][CH2:15][O:14]2)[CH:8]=[C:9]([CH2:11][Br:12])[CH:10]=1.[CH2:19]([OH:23])[CH2:20][CH2:21][OH:22]>C(#N)C>[Br:12][CH2:11][C:9]1[CH:10]=[C:5]([CH:6]=[C:7]([B:13]2[O:18][CH2:17][CH2:16][CH2:15][O:14]2)[CH:8]=1)[CH2:4][O:22][CH2:21][CH2:20][CH2:19][OH:23] |f:0.1|. Reported procedure: An oven-dried, 250-mL round bottom flask equipped with a magnetic stirring bar and reflux condenser was cooled under argon and charged with NaH (0.800 g of 60% in mineral oil, 20 mmols). The powder was washed with pentane (3×100 mL) and dried in vacuum. Acetonitrile (50 mL) was added by syringe and the mixture stirred at room temperature. 1,3-Propane diol (10 mL) was added dropwise over ten min. to form a white insoluble precipitate. The suspension was vigorously stirred for one hour at which ti... Reactants: BrC1=C(C2=CC=CC=C2C(=C1C)OC)OC (2-bromo-1.4-dimethoxy-3-methylnaphthalene), FC1=C(C(=O)Cl)C=CC(=C1)C(F)(F)F (2-fluoro-4-trifluoromethyl-benzoylchloride). Solvent: C1CCCCC1.CCOC(=O)C (Cyclohexane EtOAc). Product: COC1=C(C(=C(C2=CC=CC=C12)OC)C)C(=O)C1=C(C=C(C=C1)C(F)(F)F)F ((1.4-dimethoxy-3-methylnaphthalen-2-yl)(2-fluoro-4-(trifluoromethyl) phenyl)methanone). As a reaction SMILES: Br[C:2]1[C:11]([CH3:12])=[C:10]([O:13][CH3:14])[C:9]2[C:4](=[CH:5][CH:6]=[CH:7][CH:8]=2)[C:3]=1[O:15][CH3:16].[F:17][C:18]1[CH:26]=[C:25]([C:27]([F:30])([F:29])[F:28])[CH:24]=[CH:23][C:19]=1[C:20](Cl)=[O:21]>C1CCCCC1.CCOC(C)=O>[CH3:16][O:15][C:3]1[C:4]2[C:9](=[CH:8][CH:7]=[CH:6][CH:5]=2)[C:10]([O:13][CH3:14])=[C:11]([CH3:12])[C:2]=1[C:20]([C:19]1[CH:23]=[CH:24][C:25]([C:27]([F:28])([F:29])[F:30])=[CH:26][C:18]=1[F:17])=[O:21] |f:2.3|. Procedure: 2-bromo-1.4-dimethoxy-3-methylnaphthalene (300 mg, 1.07 mmol) and commercially available 2-fluoro-4-trifluoromethyl-benzoylchloride (265 mg. 1.17 mmol) were treated according to general procedure 12.1. The resulting yellow oil was purified through flash chromatography (Cyclohexane:EtOAc 10:1). The product was obtained as a yellow oil. Rf(Cyclohexane:EtOAc 10:1)=0.50. Yield=175 mg (42%).